From a dataset of the Open Reaction Database (ORD), a public repository of structured organic reaction records. describe an organic reaction: reactants, conditions, products, and yield Reactants: ClC=1C(=NC=CC1N(CCO)C)CCl (2-[(3-chloro-2-chloromethyl-pyridin-4-yl)-methyl-amino]-ethanol), SC=1NC2=C(N1)C=CC=C2 (2-mercapto-benzimidazole). The solvent is CC(C)O (2-propanol). Run at temperature 4 celsius. The product is N1C(=NC2=C1C=CC=C2)SCC2=NC=CC(=C2Cl)N(CCO)C (2-{[2-(1H-benzimidazol-2-ylsulfanylmethyl)-3-chloro-pyridin-4-yl]-methyl-amino}-ethanol). RXN SMILES: [Cl:1][C:2]1[C:3]([CH2:13]Cl)=[N:4][CH:5]=[CH:6][C:7]=1[N:8]([CH3:12])[CH2:9][CH2:10][OH:11].[SH:15][C:16]1[NH:17][C:18]2[CH:24]=[CH:23][CH:22]=[CH:21][C:19]=2[N:20]=1>CC(O)C>[NH:17]1[C:18]2[CH:24]=[CH:23][CH:22]=[CH:21][C:19]=2[N:20]=[C:16]1[S:15][CH2:13][C:3]1[C:2]([Cl:1])=[C:7]([N:8]([CH3:12])[CH2:9][CH2:10][OH:11])[CH:6]=[CH:5][N:4]=1. Procedure details: A solution of 2-[(3-chloro-2-chloromethyl-pyridin-4-yl)-methyl-amino]-ethanol isolated in step a) (10.2 g) and 2-mercapto-benzimidazole (5.8 g, 39 mmol) in 2-propanol (250 ml) is boiled under reflux for 2 h. After cooling to 4° C. the precipitate is filtered, washed with 2-propanol and dried in vacuo. The residue is dissolved in water, adjusted to pH 8 with aqueous sodium bicarbonate solution and extracted with ethyl acetate. The combined organic extracts are washed with water, dried over magnes... Reactants: CC(=O)OCC1(CCl)OCCO1, C[Si](C)(C)C#N, ClCCl, [I-], [I-], [Zn+2]. Product: CC(=O)OCC(C#N)(CCl)OCCO. RXN SMILES: [C:1]([CH3:2])(=[O:3])[O:4][CH2:5][C:6]1([CH2:11][Cl:12])[O:7][CH2:8][CH2:9][O:10]1.[CH3:13][Si:14]([CH3:15])([CH3:16])[C:17]#[N:18].[Cl:19][CH2:20][Cl:21].[I-:22].[I-:24].[Zn+2:23]>>[C:1]([CH3:2])(=[O:3])[O:4][CH2:5][C:6]([O:10][CH2:9][CH2:8][OH:7])([CH2:11][Cl:12])[C:17]#[N:18]. Procedure details: The target solid of step 1 (4 g, 14.78 mmol), Herrmann's palladacycle (0.277 g, 0.30 mmol), and [(t-Bu)3Ph]BF4 (0.171 g, 0.60 mmol) mixed in DMF (40 mL) was added with ethyl acrylate (1.58 mL, 14.76 mmol) and Cy2NMe (3.27 mL, 14.78 mmol) and irradiated with microwave at 150° C. for 30 min (two times). The resulting mixture was evaporated to get dark green residue. The residue was suspended in ethyl acetate (50 mL) and washed with water (3×50 mL). The organic layer dried over MgSO4 was evaporated... Yields the product CC1=NC2=CC=C(C=C2C(N1C1=CC=CC=C1)=O)/C=C/C(=O)OCC ((2E)-ethyl 3-(3,4-dihydro-2-methyl-4-oxo-3-phenylquinazolin-6-yl)acrylate). Reaction SMILES: Cl[C:2]1[CH:3]=[C:4]2[C:9](=[CH:10][CH:11]=1)[N:8]=[C:7]([CH3:12])[N:6]([C:13]1[CH:18]=[CH:17][CH:16]=[CH:15][CH:14]=1)[C:5]2=[O:19].[B-](F)(F)(F)F.CC([PH+](C(C)(C)C)C(C)(C)C)(C)C.[C:38]([O:42][CH2:43][CH3:44])(=[O:41])[CH:39]=[CH2:40].N(C)(C1CCCCC1)C1CCCCC1>CN(C=O)C.C(OCC)(=O)C.CC1C(P(C2C([CH2-])=CC=CC=2)C2C(C)=CC=CC=2)=CC=CC=1.CC1C(P(C2C([CH2-])=CC=CC=2)C2C(C)=CC=CC=2)=CC=CC=1.CC(O)=O.CC(O)=O.[Pd].[Pd]>[CH3:12][C:7]1[N:6]([C:13]2[CH:18]=[CH:17][CH:16]=[CH:15][CH:14]=2)[C:5](=[O:19])[C:4]2[C:9](=[CH:10][CH:11]=[C:2](/[CH:40]=[CH:39]/[C:38]([O:42][CH2:43][CH3:44])=[O:41])[CH:3]=2)[N:8]=1 |f:1.2,7.8.9.10.11.12|. Solvent: CN(C)C=O (DMF), C(C)(=O)OCC (ethyl acetate). The reagents and catalysts are CC1=CC=CC=C1P(C2=CC=CC=C2C)C3=CC=CC=C3[CH2-].CC1=CC=CC=C1P(C2=CC=CC=C2C)C3=CC=CC=C3[CH2-].CC(=O)O.CC(=O)O.[Pd].[Pd] (Herrmann's palladacycle). The reactants are ClC=1C=C2C(N(C(=NC2=CC1)C)C1=CC=CC=C1)=O (6-chloro-2-methyl-3-phenylquinazolin-4(3H)-one), [B-](F)(F)(F)F.CC(C)(C)[PH+](C(C)(C)C)C(C)(C)C ([(t-Bu)3Ph]BF4), C(C=C)(=O)OCC (ethyl acrylate), N(C1CCCCC1)(C1CCCCC1)C (Cy2NMe). Reaction conditions: temperature 80 celsius, time 12 hour. Reagents/catalysts: O1B(OC(C)(C)C1(C)C)B2OC(C)(C)C(O2)(C)C, O=C1C=CC=2C=CC=C(C3=CN=C(C=C3)C=4N=CC=CC4)C2N1, C[OH2+].C[OH2+].C1CC=CCCC=C1.C1CC=CCCC=C1.[Ir].[Ir], [K].OC(C)(C)C. Yields the product O=C(C=1C=CC=C(C1)B2OC(C)(C)C(O2)(C)C)N3CCCCCC3. The solvent is O1CCCC1. Reported procedure: In an argon filled glove box, a 5.0 mL wheaton microreactor was charged with [Ir(cod)(OMe)]2 (1.98 mg, 1.5 mol%), L1 ligand (2.1 mg, 3.5 mol%), B2pin2 (50.8 mg, 1.0 equiv.), KOtBu (1.0 mg, 4.5 mol%) and dry THF (1.0 mL). The reaction mixture was stirred for 2 minutes at room temperature. To this mixture, azepan-1-yl(phenyl)methanone (40.7 mg, 0.2 mmol) was added. The microreactor was capped with a teflon pressure cap and placed into pre-heated aluminum block at 80 oC. The reaction mixture was st... Isolated yield 76.0%. Reactants: O=C(C=1C=CC=CC1)N2CCCCCC2. Reactants: ClC1=CC=C2C(=CNC2=C1)C(=O)N1CCC2(CC1)OC(C1=C2C=CC(=C1)F)=O (1′-[(6-chloro-1H-indol-3-yl)carbonyl]-5-fluoro-3H-spiro[2-benzofuran-1,4′-piperidin]-3-one), BrCC1(CC1)COC (1-bromomethyl-1-methoxymethyl-cyclopropane). The product is ClC1=CC=C2C(=CN(C2=C1)CC1(CC1)COC)C(=O)N1CCC2(CC1)OC(C1=C2C=CC(=C1)F)=O (1′-[(6-Chloro-1-{[1-(methoxymethyl)cyclopropyl]methyl}-1H-indol-3-yl)carbonyl]-5-fluoro-3H-spiro[2-benzofuran-1,4′-piperidin]-3-one). RXN SMILES: [Cl:1][C:2]1[CH:10]=[C:9]2[C:5]([C:6]([C:11]([N:13]3[CH2:18][CH2:17][C:16]4([C:22]5[CH:23]=[CH:24][C:25]([F:27])=[CH:26][C:21]=5[C:20](=[O:28])[O:19]4)[CH2:15][CH2:14]3)=[O:12])=[CH:7][NH:8]2)=[CH:4][CH:3]=1.Br[CH2:30][C:31]1([CH2:34][O:35][CH3:36])[CH2:33][CH2:32]1>>[Cl:1][C:2]1[CH:10]=[C:9]2[C:5]([C:6]([C:11]([N:13]3[CH2:18][CH2:17][C:16]4([C:22]5[CH:23]=[CH:24][C:25]([F:27])=[CH:26][C:21]=5[C:20](=[O:28])[O:19]4)[CH2:15][CH2:14]3)=[O:12])=[CH:7][N:8]2[CH2:30][C:31]2([CH2:34][O:35][CH3:36])[CH2:33][CH2:32]2)=[CH:4][CH:3]=1. Reported procedure: Following the general procedure III as described above, the alkylation of 1′-[(6-chloro-1H-indol-3-yl)carbonyl]-5-fluoro-3H-spiro[2-benzofuran-1,4′-piperidin]-3-one (prepared according to example 19) with 1-bromomethyl-1-methoxymethyl-cyclopropane (described in WO 2001032633) gave the title compound. Starting materials: OCC1CCN(CC1)C(=O)OC(C)(C)C (tert-butyl 4-(hydroxymethyl)piperidine-1-carboxylate), BrC=1SC=C(N1)Br (2,4-dibromothiazole). Product: BrC=1N=C(SC1)OCC1CCN(CC1)C(=O)OC(C)(C)C (tert-Butyl 4-(((4-bromothiazol-2-yl)oxy)methyl)piperidine-1-carboxylate). Reaction SMILES: [OH:1][CH2:2][CH:3]1[CH2:8][CH2:7][N:6]([C:9]([O:11][C:12]([CH3:15])([CH3:14])[CH3:13])=[O:10])[CH2:5][CH2:4]1.Br[C:17]1[S:18][CH:19]=[C:20]([Br:22])[N:21]=1>>[Br:22][C:20]1[N:21]=[C:17]([O:1][CH2:2][CH:3]2[CH2:8][CH2:7][N:6]([C:9]([O:11][C:12]([CH3:15])([CH3:14])[CH3:13])=[O:10])[CH2:5][CH2:4]2)[S:18][CH:19]=1. Reported procedure: The title compound was prepared by following the similar procedure as described in Intermediate-42, using tert-butyl 4-(hydroxymethyl)piperidine-1-carboxylate and 2,4-dibromothiazole (0.124 g, 39%); MS: 377.3 (M+1). Reactants: C(CC)N(C1CC=2C(=CC=3C(NC(C3C2)=O)=O)C1)CCC (6-(Dipropylamino)-6,7-dihydrocyclopent[f]isoindole-1,3(2H,5H)-dione), BrCCC (1-bromopropane), Cl (HCl). The product is C(CC)N(C1CC=2C(=CC=3C(N(C(C3C2)=O)CCC)=O)C1)CCC (6-(Dipropylamino)-6,7-dihydro-2-propylcyclopent[f]isoindole-1,3(2H,5H)-dione). RXN SMILES: [CH2:1]([N:4]([CH2:19][CH2:20][CH3:21])[CH:5]1[CH2:18][C:8]2=[CH:9][C:10]3[C:11](=[O:17])[NH:12][C:13](=[O:16])[C:14]=3[CH:15]=[C:7]2[CH2:6]1)[CH2:2][CH3:3].Br[CH2:23][CH2:24][CH3:25].Cl>>[CH2:19]([N:4]([CH2:1][CH2:2][CH3:3])[CH:5]1[CH2:18][C:8]2=[CH:9][C:10]3[C:11](=[O:17])[N:12]([CH2:23][CH2:24][CH3:25])[C:13](=[O:16])[C:14]=3[CH:15]=[C:7]2[CH2:6]1)[CH2:20][CH3:21]. Procedure details: Using procedure 48, 6-(dipropylamino)-6,7-dihydrocyclopent[f]isoindole-1,3(2H,5H)-dione (93, 0.15 g, 0.52 mmol) was treated with 1-bromopropane (0.07 mL, 0.78 mmol). Purification via silica gel, eluting with 3:1 hexane/acetone, afforded a solid that was converted to an HCl salt and recrystallized from hot MeOH/EtOAc to give 96 as a white solid (m.p. 217-218° C.).